Task: describe an organic reaction: reactants, conditions, products, and yield. Dataset: the Open Reaction Database (ORD), a public repository of structured organic reaction records Reactants: 2L, two, COCCN (2-methoxyethylamine), ClCC(=O)Cl (chloroacetyl chloride), [OH-].[Na+] (sodium hydroxide). Run in O (water), O (water), ClCCl (dichloromethane), O (water), ClCCl (dichloro-methane). Reaction conditions: temperature 0 celsius, time 8 hour. Product: ClCC(=O)NCCOC (Chloro(N-(2-methoxyethyl))acetamide). Reaction SMILES: [Cl:1][CH2:2][C:3](Cl)=[O:4].[OH-].[Na+].[CH3:8][O:9][CH2:10][CH2:11][NH2:12]>ClCCl.O>[Cl:1][CH2:2][C:3]([NH:12][CH2:11][CH2:10][O:9][CH3:8])=[O:4] |f:1.2|. Reported procedure: In a three-necked 2L round bottom flask fitted with two 500 mL addition funnels, containing 56.4 g (39.8 mL, 0.50 mole) chloroacetyl chloride in 400 mL dichloromethane and 20 g (0.50 mole) sodium hydroxide in 400 mL water, respectively, and a water-oooled condenser, was placed 35.7 g (41.3 mL, 0.48 mole) 2-methoxyethylamine, 100 mL water, 100 mL dichloro-methane. The reaction vessel was cooled to 0° C. by a salt-ice bath. The organic and aqueous solutions were allowed to add slowly, ~0.25mL per ... The reactants are CS(C)=O, CCOC(C)=O, O=[N+]([O-])c1ccc(Cl)nc1, [F-], [K+]. The product is O=[N+]([O-])c1ccc(F)nc1. RXN SMILES: [CH3:13][S:14](=[O:15])[CH3:16].[CH3:17][CH2:18][O:19][C:20](=[O:21])[CH3:22].[Cl:1][c:2]1[n:3][cH:4][c:5]([N+:8](=[O:9])[O-:10])[cH:6][cH:7]1.[F-:11].[K+:12]>>[c:2]1([F:11])[n:3][cH:4][c:5]([N+:8](=[O:9])[O-:10])[cH:6][cH:7]1. Starting materials: C(C)N(CCCN1C=C(C2=CC=CC=C12)CC(=O)O)CC (1-[3-(diethylamino)propyl]-1H-indole-3-acetic acid), Cl.NC(=O)NCC1=CC=C(C=C1)CNC([C@H](N)CCCNC(=N[N+](=O)[O-])N)=O ((R)-N-[[4-(aminocarbonylaminomethyl)phenyl]methyl]-N5 -[amino(nitroimino)methyl]-ornithinamide-hydrochloride), CN(C)C(=[N+](C)C)ON1C2=C(C=CC=C2)N=N1.[B-](F)(F)(F)F (TBTU). Yields the product NC(=O)NCC1=CC=C(C=C1)CNC([C@H](NC(CC1=CN(C2=CC=CC=C12)CCCN(CC)CC)=O)CCCNC(=N[N+](=O)[O-])N)=O ((R)-N-[[4-(Aminocarbonylaminomethyl)phenyl]methyl]-N5 -[amino(nitroimino)methyl]-N2 -[[1-[3-(diethylamino)propyl]-1H-indol-3-yl]acetyl]-ornithinamide). The yield is 27.0%. As a reaction SMILES: [CH2:1]([N:3]([CH2:20][CH3:21])[CH2:4][CH2:5][CH2:6][N:7]1[C:15]2[C:10](=[CH:11][CH:12]=[CH:13][CH:14]=2)[C:9]([CH2:16][C:17]([OH:19])=O)=[CH:8]1)[CH3:2].Cl.[NH2:23][C:24]([NH:26][CH2:27][C:28]1[CH:33]=[CH:32][C:31]([CH2:34][NH:35][C:36](=[O:49])[C@@H:37]([CH2:39][CH2:40][CH2:41][NH:42][C:43]([NH2:48])=[N:44][N+:45]([O-:47])=[O:46])[NH2:38])=[CH:30][CH:29]=1)=[O:25].CN(C(ON1N=NC2C=CC=CC1=2)=[N+](C)C)C.[B-](F)(F)(F)F>>[NH2:23][C:24]([NH:26][CH2:27][C:28]1[CH:29]=[CH:30][C:31]([CH2:34][NH:35][C:36](=[O:49])[C@@H:37]([CH2:39][CH2:40][CH2:41][NH:42][C:43]([NH2:48])=[N:44][N+:45]([O-:47])=[O:46])[NH:38][C:17](=[O:19])[CH2:16][C:9]2[C:10]3[C:15](=[CH:14][CH:13]=[CH:12][CH:11]=3)[N:7]([CH2:6][CH2:5][CH2:4][N:3]([CH2:1][CH3:2])[CH2:20][CH3:21])[CH:8]=2)=[CH:32][CH:33]=1)=[O:25] |f:1.2,3.4|. Procedure details: Prepared analogously to Example 69a) from 1-[3-(diethylamino)propyl]-1H-indole-3-acetic acid, (R)-N-[[4-(aminocarbonylaminomethyl)phenyl]methyl]-N5 -[amino(nitroimino)methyl]-ornithinamide-hydrochloride and TBTU in a yield of 27% of theory. Reactants: [Al+3], CCCCCCCCC(=O)Cl, [Cl-], [Cl-], [Cl-], ClCCCl, Cl, [F-], c1ccccc1. Yields the product [F-], CCCCCCCCC(=O)c1ccccc1. As a reaction SMILES: [Al+3:2].[C:12]([CH2:13][CH2:14][CH2:15][CH2:16][CH2:17][CH2:18][CH2:19][CH3:20])(=[O:21])[Cl:22].[Cl-:1].[Cl-:3].[Cl-:4].[Cl:24][CH2:25][CH2:26][Cl:27].[ClH:23].[F-:5].[cH:6]1[cH:7][cH:8][cH:9][cH:10][cH:11]1>>[F-:5].[c:6]1([C:12]([CH2:13][CH2:14][CH2:15][CH2:16][CH2:17][CH2:18][CH2:19][CH3:20])=[O:21])[cH:7][cH:8][cH:9][cH:10][cH:11]1. Starting materials: C(C)(=O)OCC (ethyl acetate), NC1=C(C=CC(=C1)OCC)C (2-amino-4-ethoxytoluene), C(C)OC(C(C(=O)C)C)=O (ethyl-2-methylacetoacetate), resultant mixture. Run in CCCCCC (n-hexane). Reaction conditions: temperature 150 celsius, time 4 hour. The product is C(C)OC=1C=CC(=C(C1)NC(C(C(C)C)=O)=O)C (N-(5-ethoxy-2-methylphenyl)-2-oxo-3-methylbutanamide). RXN SMILES: [NH2:1][C:2]1[CH:7]=[C:6]([O:8][CH2:9][CH3:10])[CH:5]=[CH:4][C:3]=1[CH3:11].C(O[C:15](=O)[CH:16]([CH3:20])[C:17]([CH3:19])=[O:18])C.C(OCC)(=[O:24])C>CCCCCC>[CH2:9]([O:8][C:6]1[CH:5]=[CH:4][C:3]([CH3:11])=[C:2]([NH:1][C:19](=[O:24])[C:17](=[O:18])[CH:16]([CH3:20])[CH3:15])[CH:7]=1)[CH3:10]. Reported procedure: A mixture of 2-amino-4-ethoxytoluene (590 mg, 3.99 mmol) and ethyl-2-methylacetoacetate (560 mg, 3.88 mmol) was stirred in a bath of 150° C. for 4 hours. The resultant mixture was subjected to silica gel column chromatography (developer: ethyl acetate--n-hexane), and the fraction containing the target substance was condensed, followed by recrystallizing from a solvent mixture of chloroform--n-hexane. As a result, 252 mg of the title compound was obtained as yellow powder (25.9%). The reactants are NC[C@H]1N([C@H]2C[C@H]2C1)C(=O)C=1N=C(SC1C1=CC(=CC=C1)F)C ([(1S,3S,5S)-3-aminomethyl-2-aza-bicyclo[3.1.0]hex-2-yl]-[5-(3-fluoro-phenyl)-2-methyl-thiazol-4-yl]-methanone), C(C)N1N=C(C(=C1)C(=O)O)C (1-ethyl-3-methyl-1H-pyrazole-4-carboxylic acid). The product is FC=1C=C(C=CC1)C1=C(N=C(S1)C)C(=O)N1[C@H]2C[C@H]2C[C@H]1CNC(=O)C=1C(=NN(C1)CC)C (1-ethyl-3-methyl-1H-pyrazole-4-carboxylic acid {(1S,3S,5S)-2-[5-(3-fluoro-phenyl)-2-methyl-thiazole-4-carbonyl]-2-aza-bicyclo[3.1.0]hex-3-ylmethyl}-amide). As a reaction SMILES: [NH2:1][CH2:2][C@@H:3]1[CH2:8][C@H:7]2[C@H:5]([CH2:6]2)[N:4]1[C:9]([C:11]1[N:12]=[C:13]([CH3:23])[S:14][C:15]=1[C:16]1[CH:21]=[CH:20][CH:19]=[C:18]([F:22])[CH:17]=1)=[O:10].[CH2:24]([N:26]1[CH:30]=[C:29]([C:31](O)=[O:32])[C:28]([CH3:34])=[N:27]1)[CH3:25]>>[F:22][C:18]1[CH:17]=[C:16]([C:15]2[S:14][C:13]([CH3:23])=[N:12][C:11]=2[C:9]([N:4]2[C@H:3]([CH2:2][NH:1][C:31]([C:29]3[C:28]([CH3:34])=[N:27][N:26]([CH2:24][CH3:25])[CH:30]=3)=[O:32])[CH2:8][C@H:7]3[C@@H:5]2[CH2:6]3)=[O:10])[CH:21]=[CH:20][CH:19]=1. Procedure details: prepared by reaction of [(1S,3S,5S)-3-aminomethyl-2-aza-bicyclo[3.1.0]hex-2-yl]-[5-(3-fluoro-phenyl)-2-methyl-thiazol-4-yl]-methanone with 1-ethyl-3-methyl-1H-pyrazole-4-carboxylic acid. LC-MS (basic): tR=0.79 min; [M+H]+=468.2. Starting materials: S(=S)(=O)([O-])[O-].[Na+].[Na+] (sodium thiosulfate), C(CCC)OCCOC1=CC=C(C=C1)C=1C=CC2=C(C=C(CCN2CC(C)C)C(=O)NC2=CC=C(C=C2)SCC2=CN=C3N2C=CC=C3)C1 (7-[4-(2-butoxyethoxy)phenyl]-1-isobutyl-N-[4-(imidazo[1,2-a]pyridin-3-ylmethylthio)phenyl]-2,3-dihydro-1H-benzazepine-4-carboxamide), ClC1=CC(=CC=C1)C(=O)OO (3-chloroperbenzoic acid). Solvent: ClCCl (dichloromethane), ClCCl (dichloromethane). Conditions: temperature -78 celsius, time 1 hour. The product is C(CCC)OCCOC1=CC=C(C=C1)C=1C=CC2=C(C=C(CCN2CC(C)C)C(=O)NC2=CC=C(C=C2)S(=O)CC2=CN=C3N2C=CC=C3)C1 (7-[4-(2-butoxyethoxy)phenyl]-1-isobutyl-N-[4-(imidazo[1,2-a]pyridin-3-ylmethylsulfinyl)phenyl]-2,3-dihydro-1H-benzazepine-4-carboxamide). Yield: 78.4%. RXN SMILES: [CH2:1]([O:5][CH2:6][CH2:7][O:8][C:9]1[CH:14]=[CH:13][C:12]([C:15]2[CH:16]=[CH:17][C:18]3[N:24]([CH2:25][CH:26]([CH3:28])[CH3:27])[CH2:23][CH2:22][C:21]([C:29]([NH:31][C:32]4[CH:37]=[CH:36][C:35]([S:38][CH2:39][C:40]5[N:44]6[CH:45]=[CH:46][CH:47]=[CH:48][C:43]6=[N:42][CH:41]=5)=[CH:34][CH:33]=4)=[O:30])=[CH:20][C:19]=3[CH:49]=2)=[CH:11][CH:10]=1)[CH2:2][CH2:3][CH3:4].ClC1C=CC=C(C(OO)=[O:58])C=1.S([O-])([O-])(=O)=S.[Na+].[Na+]>ClCCl>[CH2:1]([O:5][CH2:6][CH2:7][O:8][C:9]1[CH:10]=[CH:11][C:12]([C:15]2[CH:16]=[CH:17][C:18]3[N:24]([CH2:25][CH:26]([CH3:27])[CH3:28])[CH2:23][CH2:22][C:21]([C:29]([NH:31][C:32]4[CH:33]=[CH:34][C:35]([S:38]([CH2:39][C:40]5[N:44]6[CH:45]=[CH:46][CH:47]=[CH:48][C:43]6=[N:42][CH:41]=5)=[O:58])=[CH:36][CH:37]=4)=[O:30])=[CH:20][C:19]=3[CH:49]=2)=[CH:13][CH:14]=1)[CH2:2][CH2:3][CH3:4] |f:2.3.4|. Procedure details: To a solution of 7-[4-(2-butoxyethoxy)phenyl]-1-isobutyl-N-[4-(imidazo[1,2-a]pyridin-3-ylmethylthio)phenyl]-2,3-dihydro-1H-benzazepine-4-carboxamide (0.80 g) in dichloromethane (10 ml) was added dropwise a solution of 3-chloroperbenzoic acid (70%, 0.44 g) in dichloromethane (10 ml) at −78° C. The mixture was stirred for 1 hour at −78° C., sodium thiosulfate solution was added to the mixture at room temperature and the mixture was stirred for several minutes. The mixture was extracted with ethyl ... The reactants are C1CCOC1 (THF), [F-].C(CCC)[N+](CCCC)(CCCC)CCCC (tetra-n-butyl ammonium fluoride), C1CCOC1 (THF), C1(=CC=CC=C1)SC=1C2=C(SC1[Si](C)(C)C)C=C1C=CC=CC1=C2 (3-(phenylsulfenyl)-2-trimethylsilylnaphtho[2,3-b]thiophene). Run in O (water), O (water). Run at time 4 hour. Yields the product C1(=CC=CC=C1)SC=1C2=C(SC1)C=C1C=CC=CC1=C2 (3-(phenylsulfenyl)naphtho[2,3-b]thiophene). Reaction SMILES: C1COCC1.[F-].C([N+](CCCC)(CCCC)CCCC)CCC.[C:24]1([S:30][C:31]2[C:32]3[CH:47]=[C:46]4[C:41]([CH:42]=[CH:43][CH:44]=[CH:45]4)=[CH:40][C:33]=3[S:34][C:35]=2[Si](C)(C)C)[CH:29]=[CH:28][CH:27]=[CH:26][CH:25]=1>O>[C:24]1([S:30][C:31]2[C:32]3[CH:47]=[C:46]4[C:41]([CH:42]=[CH:43][CH:44]=[CH:45]4)=[CH:40][C:33]=3[S:34][CH:35]=2)[CH:29]=[CH:28][CH:27]=[CH:26][CH:25]=1 |f:1.2|. Procedure: At −40° C., a THF solution (5 ml, 5 mmol) of 1 M tetra-n-butyl ammonium fluoride was added to THF (50 ml) and water (0.3 ml) of 3-(phenylsulfenyl)-2-trimethylsilylnaphtho[2,3-b]thiophene (550 mg, 1.5 mmol). After the mixture was stirred for 4 hours at room temperature, the reaction liquid was poured into water (50 ml). The precipitated solid was filtered and washed with ethanol and hexane. Purification was implemented by column chromatography (silica gel, CHCl3, Rf: 0.9), so that a white solid w... Reactants: CN=C=S, COC(=O)C(N)CCCCNC(C)=O. Product: CC(=O)NCCCCC1NC(=S)N(C)C1=O. Reaction SMILES: [CH3:15][N:16]=[C:17]=[S:18].[CH3:1][O:2][C:3]([CH:4]([NH2:5])[CH2:6][CH2:7][CH2:8][CH2:9][NH:10][C:11]([CH3:12])=[O:13])=[O:14]>>[C:3]1(=[O:14])[CH:4]([CH2:6][CH2:7][CH2:8][CH2:9][NH:10][C:11]([CH3:12])=[O:13])[NH:5][C:17](=[S:18])[N:16]1[CH3:15].